From a dataset of the Open Reaction Database (ORD), a public repository of structured organic reaction records. describe an organic reaction: reactants, conditions, products, and yield Starting materials: BrBr (bromine), O (water), O[C@H]1C[C@H]2CC[C@H]3[C@@H]4CC[C@H](C(C)=O)[C@]4(CC[C@@H]3[C@]2(CC1)C)C (3α-hydroxy-5β-pregnan-20-one), BrBr (bromine). Solvent: CO (methanol), CO (methanol). Product: O[C@H]1C[C@H]2CC[C@H]3[C@@H]4CC[C@H](C(CBr)=O)[C@]4(CC[C@@H]3[C@]2(CC1)C)C (3α-Hydroxy-21-bromo-5β-pregnan-20-one). RXN SMILES: [OH:1][C@@H:2]1[CH2:21][CH2:20][C@@:19]2([CH3:22])[C@H:4]([CH2:5][CH2:6][C@@H:7]3[C@@H:18]2[CH2:17][CH2:16][C@@:15]2([CH3:23])[C@H:8]3[CH2:9][CH2:10][C@@H:11]2[C:12](=[O:14])[CH3:13])[CH2:3]1.[Br:24]Br.O>CO>[OH:1][C@@H:2]1[CH2:21][CH2:20][C@@:19]2([CH3:22])[C@H:4]([CH2:5][CH2:6][C@@H:7]3[C@@H:18]2[CH2:17][CH2:16][C@@:15]2([CH3:23])[C@H:8]3[CH2:9][CH2:10][C@@H:11]2[C:12](=[O:14])[CH2:13][Br:24])[CH2:3]1. Procedure details: To a flask containing a solution of 3α-hydroxy-5β-pregnan-20-one (5.15 g, 16.5 mmol) in methanol (100 mL) was added a solution of bromine (1.1 mL) in methanol (30 mL) dropwise in such a rate to maintain the brown color of the bromine until this color was persistent. Then water (200 mL) was added and the mixture was extracted with CH2Cl2 (3×100 mL). The combined extracts were dried over Na2SO4. Removal of the solvent resulted in the product as a foamy white solid (6.63 g). Other 21-bromo-pregnan-... Starting materials: Cc1ccccc1, CC1(C)C(CO)C1C(=O)O. The product is CC1(C)C2COC(=O)C21. Reaction SMILES: [CH3:11][c:12]1[cH:13][cH:14][cH:15][cH:16][cH:17]1.[OH:1][CH2:2][CH:3]1[C:4]([CH3:9])([CH3:10])[CH:5]1[C:6](=[O:7])[OH:8]>>[CH2:2]1[CH:3]2[C:4]([CH3:9])([CH3:10])[CH:5]2[C:6](=[O:8])[O:7]1. Reactants: alkane, [B]1OC2=CC=CC=C2O1 (catecholborane), C(CCCCCCCCC#C)(=O)O (10-undecynoic acid), [N+](=[N-])=C (diazomethane), B(O)O (boronic acid), ester, C([C@H]([C@@H]1C(=C(C(=O)O1)O)[O-])O)O.[Na+] (e316). Product: C(CCCCCCCCC#C)(=O)OC (Methyl 10-undecynoate). RXN SMILES: [C:1]([OH:13])(=[O:12])[CH2:2][CH2:3][CH2:4][CH2:5][CH2:6][CH2:7][CH2:8][CH2:9][C:10]#[CH:11].[N+](=[CH2:16])=[N-].[B]1OC2C(=CC=CC=2)O1.B(O)O.C(O)[C@@H](O)[C@H]1OC(=O)C(O)=C1[O-].[Na+]>>[C:1]([O:13][CH3:16])(=[O:12])[CH2:2][CH2:3][CH2:4][CH2:5][CH2:6][CH2:7][CH2:8][CH2:9][C:10]#[CH:11] |f:4.5,^1:16|. Procedure: Methyl 10-undecynoate was prepared via the reaction of 10-undecynoic acid (Farchan) with diazomethane. The ester (1.6 g, 8 mmole) was hydroborated with catecholborane. The yield of the boronic acid was 1.7 g (87%); mp 48.5-50; mass spectrum, 316.9 (calcd. m/e316.1); NMR (CDCl3) 1.3 δ(broad s, 12H, alkane), 2.35 (broad envelope, 4H, --CH2CH=,--CH2CO2), 3.6 (s, 3H, --OCH3), 5.38 (d, 1H, --C=CHB, J=17 Hz), 6.4 (m, 1H, --CH=CHB). Starting materials: CN1C(=O)N(c2cc(Cl)cc(Cl)c2)C(=O)C12CCCC2c1ccc(Br)cc1, COCCOC, [K+], [K+], O=C([O-])[O-], O, OB(O)c1ccccc1. The product is CN1C(=O)N(c2cc(Cl)cc(Cl)c2)C(=O)C12CCCC2c1ccc(-c2ccccc2)cc1. Reaction SMILES: [Br:1][c:2]1[cH:3][cH:4][c:5]([CH:8]2[C:9]3([C:10](=[O:24])[N:11]([c:16]4[cH:17][c:18]([Cl:23])[cH:19][c:20]([Cl:22])[cH:21]4)[C:12](=[O:15])[N:13]3[CH3:14])[CH2:25][CH2:26][CH2:27]2)[cH:6][cH:7]1.[CH3:43][O:44][CH2:45][CH2:46][O:47][CH3:48].[K+:37].[K+:38].[O-:39][C:40]([O-:41])=[O:42].[OH2:49].[OH:28][B:29]([OH:30])[c:31]1[cH:32][cH:33][cH:34][cH:35][cH:36]1>>[c:2]1(-[c:31]2[cH:32][cH:33][cH:34][cH:35][cH:36]2)[cH:3][cH:4][c:5]([CH:8]2[C:9]3([C:10](=[O:24])[N:11]([c:16]4[cH:17][c:18]([Cl:23])[cH:19][c:20]([Cl:22])[cH:21]4)[C:12](=[O:15])[N:13]3[CH3:14])[CH2:25][CH2:26][CH2:27]2)[cH:6][cH:7]1. Reactants: [N+](=[N-])=CC(=O)[C@H]1[C@@H](C(N1CC1=C(C=C(C=C1)OC)OC)=O)CC (trans-4-diazoacetyl-1-(2,4-dimethoxy-benzyl)-3-ethyl-2-azetidinone), O (water), COC(=O)[C@@H]1N(C([C@H]1CC)=O)CC1=C(C=C(C=C1)OC)OC (methyl-trans-1-(2,4-dimethoxy-benzyl)-3-ethyl-4-oxo-2-azetidine-carboxylate), diazoacetyl. Run in peroxide. Product: COC1=C(CN2[C@H]([C@@H](C2=O)CC)CC(=O)O)C=CC(=C1)OC ([trans-1-(2,4-dimethoxy-benzyl)-3-ethyl-4-oxo-2-azetidinyl]-acetic acid). Isolated yield 47.1%. Reaction SMILES: [N+](=CC([C@@H]1N(CC2C=CC(OC)=CC=2OC)[C:8](=[O:21])[C@H]1CC)=O)=[N-].CO[C:26]([C@H:28]1[C@H:31]([CH2:32][CH3:33])[C:30](=[O:34])[N:29]1[CH2:35][C:36]1[CH:41]=[CH:40][C:39]([O:42][CH3:43])=[CH:38][C:37]=1[O:44][CH3:45])=O.[OH2:46]>>[CH3:45][O:44][C:37]1[CH:38]=[C:39]([O:42][CH3:43])[CH:40]=[CH:41][C:36]=1[CH2:35][N:29]1[C:30](=[O:34])[C@@H:31]([CH2:32][CH3:33])[C@@H:28]1[CH2:26][C:8]([OH:21])=[O:46]. Procedure details: 2.93 g (10 millimole) of trans-4-diazoacetyl-1-(2,4-dimethoxy-benzyl)-3-ethyl-2-azetidinone-which may contain some methyl-trans-1-(2,4-dimethoxy-benzyl)-3-ethyl-4-oxo-2-azetidine-carboxylate too--are dissolved in 100 ml of peroxide-free tetrahydrofuran and to the solution 50 ml of water are added. The solution is irradiated with a high pressure mercury vapor lamp (HPK) under argon in a pyrex apparatus equipped with a submersed lamp for about 4 hours (until the diazoacetyl derivative is converted... The reactants are BrCBr, O=C([O-])[O-], CN(C)C=O, [K+], [K+], O=Cc1cccc(O)c1O. Product: O=Cc1cccc2c1OCO2. Reaction SMILES: [Br:11][CH2:12][Br:13].[C:14](=[O:15])([O-:16])[O-:17].[CH3:20][N:21]([CH3:22])[CH:23]=[O:24].[K+:18].[K+:19].[OH:1][c:2]1[c:3]([CH:4]=[O:5])[cH:6][cH:7][cH:8][c:9]1[OH:10]>>[O:1]1[c:2]2[c:3]([CH:4]=[O:5])[cH:6][cH:7][cH:8][c:9]2[O:10][CH2:12]1.